Dataset: the Open Reaction Database (ORD), a public repository of structured organic reaction records. Task: describe an organic reaction: reactants, conditions, products, and yield Reactants: O=C1C2=C(C=NC1)C=CS2 (6,7-dihydro-7-oxothieno[3,2-c]pyridine), CN(C)C=O (DMF), [H-].[Na+] (sodium hydride), ClC1=CC=C(C=C1)I (1-chloro-4-iodobenzene). The reagents and catalysts are [Cu](I)I (copper iodide). The solvent is O (water). The product is ClC1=CC=C(OC=2C3=C(C=NC2)C=CS3)C=C1 (7-(4-chlorophenoxy)thieno[3,2-c]pyridine). As a reaction SMILES: [O:1]=[C:2]1[CH2:7][N:6]=[CH:5][C:4]2[CH:8]=[CH:9][S:10][C:3]1=2.CN(C=O)C.[H-].[Na+].[Cl:18][C:19]1[CH:24]=[CH:23][C:22](I)=[CH:21][CH:20]=1>[Cu](I)I.O>[Cl:18][C:19]1[CH:24]=[CH:23][C:22]([O:1][C:2]2[C:3]3[S:10][CH:9]=[CH:8][C:4]=3[CH:5]=[N:6][CH:7]=2)=[CH:21][CH:20]=1 |f:2.3|. Procedure: Example 145D can be processed as in Lindley (Tetrahedron, 1983, 1433). A solution of Example 145C (1.0 mmol) and DMF (2.0 mL) is treated at 0° C. with sodium hydride (1.0 mmol), slowly warmed to room temperature, treated with 1-chloro-4-iodobenzene (1.0 mmol) and copper iodide (0.1 mmol), heated at 80° C. overnight, and cooled. The solution is poured into water and extracted with diethyl ether. The extracts are combined, dried (MgSO4), filtered, and concentrated. Recrystallization from ethyl ace... The reactants are C, CCO, CCC(O)CN, O=C1CCCCC1, [Pd]. Product: CCC(O)CNC1CCCCC1. RXN SMILES: [C:17].[CH3:14][CH2:15][OH:16].[NH2:1][CH2:2][CH:3]([CH2:4][CH3:5])[OH:6].[O:7]=[C:8]1[CH2:9][CH2:10][CH2:11][CH2:12][CH2:13]1.[Pd:18]>>[NH:1]([CH2:2][CH:3]([CH2:4][CH3:5])[OH:6])[CH:8]1[CH2:9][CH2:10][CH2:11][CH2:12][CH2:13]1.